This data is from the Open Reaction Database (ORD), a public repository of structured organic reaction records. The task is: describe an organic reaction: reactants, conditions, products, and yield Reactants: ClC1=CC=C(C=C1)C(N1CCNCC1)C1=CC=CC=C1 (1-[(4-Chlorophenyl)phenylmethyl]piperazine), C1(CC1)NS(=O)(=O)CCCCCCCCCCCCBr (N-cyclopropyl-12-bromododecanesulfonamide). Solvent: C(C)N(C(C)C)C(C)C (N-ethyldiisopropylamine). The product is C1(CC1)NS(=O)(=O)CCCCCCCCCCCCN1CCN(CC1)C(C1=CC=CC=C1)C1=CC=C(C=C1)Cl (N-cyclopropyl-12-[4-[(4-chlorophenyl)phenylmethyl]-1-piperazinyl]dodecanesulfonamide). Isolated yield 98.4%. RXN SMILES: [Cl:1][C:2]1[CH:7]=[CH:6][C:5]([CH:8]([C:15]2[CH:20]=[CH:19][CH:18]=[CH:17][CH:16]=2)[N:9]2[CH2:14][CH2:13][NH:12][CH2:11][CH2:10]2)=[CH:4][CH:3]=1.[CH:21]1([NH:24][S:25]([CH2:28][CH2:29][CH2:30][CH2:31][CH2:32][CH2:33][CH2:34][CH2:35][CH2:36][CH2:37][CH2:38][CH2:39]Br)(=[O:27])=[O:26])[CH2:23][CH2:22]1>C(N(C(C)C)C(C)C)C>[CH:21]1([NH:24][S:25]([CH2:28][CH2:29][CH2:30][CH2:31][CH2:32][CH2:33][CH2:34][CH2:35][CH2:36][CH2:37][CH2:38][CH2:39][N:12]2[CH2:11][CH2:10][N:9]([CH:8]([C:5]3[CH:4]=[CH:3][C:2]([Cl:1])=[CH:7][CH:6]=3)[C:15]3[CH:16]=[CH:17][CH:18]=[CH:19][CH:20]=3)[CH2:14][CH2:13]2)(=[O:27])=[O:26])[CH2:23][CH2:22]1. Procedure details: 1-[(4-Chlorophenyl)phenylmethyl]piperazine (629.0 mg, 2.20 mmol) and N-cyclopropyl-12-bromododecanesulfonamide (891.0 mg, 2.42 mmol) were refluxed in N-ethyldiisopropylamine (2 ml) for 4 hours. The reaction mixture was concentrated in vacuo, and water was added thereto. The mixture was extracted with chloroform. The chloroform layer was washed with water, and dried over anhydrous magnesium sulfate. Subsequently, the solvent was removed by evaporation in vacuo. The resulting crude product was pur...